This data is from the Open Reaction Database (ORD), a public repository of structured organic reaction records. The task is: describe an organic reaction: reactants, conditions, products, and yield Reactants: [Si](C)(C)(C)C=1NC=CN1 (TMS-imidazole), OC(C#CC[C@@H](C)[C@@H]1[C@]2(CCCC([C@@H]2CCC1)=O)C)(C)C ((4aR,5R,8aR)-5-((R)-5-hydroxy-1,5-dimethyl-hex-3-ynyl)-4a-methyl-octahydro-naphthalen-1-one). Solvent: C(Cl)Cl (CH2Cl2). Reaction conditions: time 4 hour. Product: C[C@H](CC#CC(C)(O[Si](C)(C)C)C)[C@@H]1[C@]2(CCCC([C@@H]2CCC1)=O)C ((4aR,5R,8aR)-5-((R)-1,5-Dimethyl-5-trimethylsilanyloxy-hex-3-ynyl)-4a-methyl-octahydro-naphthalen-1-one). Yield: 93.0%. RXN SMILES: [OH:1][C:2]([CH3:21])([CH3:20])[C:3]#[C:4][CH2:5][C@H:6]([C@H:8]1[CH2:17][CH2:16][CH2:15][C@@H:14]2[C@:9]1([CH3:19])[CH2:10][CH2:11][CH2:12][C:13]2=[O:18])[CH3:7].[Si:22](C1NC=CN=1)([CH3:25])([CH3:24])[CH3:23]>C(Cl)Cl>[CH3:7][C@@H:6]([C@H:8]1[CH2:17][CH2:16][CH2:15][C@@H:14]2[C@:9]1([CH3:19])[CH2:10][CH2:11][CH2:12][C:13]2=[O:18])[CH2:5][C:4]#[C:3][C:2]([CH3:20])([O:1][Si:22]([CH3:25])([CH3:24])[CH3:23])[CH3:21]. Procedure: 860 mg (2.96 mmol) of (4aR,5R,8aR)-5-((R)-5-hydroxy-1,5-dimethyl-hex-3-ynyl)-4a-methyl-octahydro-naphthalen-1-one in 23 ml of abs. CH2Cl2 was treated with 3.89 ml (26.6 mmol) of TMS-imidazole and kept at RT for 4 h. Pouring onto crushed ice, twofold extraction with ether, washing with water and brine, and drying over sodium sulfate left a crude product, which was purified by flash chromatography (SiO2, hexane/AcOEt=9/1). Thereby, 998 mg of the title compound was obtained as colorless oil. Starting materials: N1C(=NC=C1)CN1C2=C(OCC1=O)N=C(C(=C2)C2=CC=CC=C2)C2=CC=C(C=C2)C2(CCC2)N (1-((1H-imidazol-2-yl)methyl)-6-(4-(1-aminocyclobutyl)phenyl)-7-phenyl-1H-pyrido[2,3-b][1,4]oxazin-2(3H)-one), CN1C2=C(NC(C1)=O)C=C(C(=N2)C2=CC=C(C=C2)C2(CCC2)NC(OC(C)(C)C)=O)C2=CC=CC=C2 (tert-butyl 1-(4-(4-methyl-2-oxo-7-phenyl-1,2,3,4-tetrahydropyrido[2,3-b]pyrazin-6-yl)phenyl)cyclobutylcarbamate). Yields the product NC1(CCC1)C1=CC=C(C=C1)C=1C(=CC2=C(N(CC(N2)=O)C)N1)C1=CC=CC=C1 (6-(4-(1-aminocyclobutyl)phenyl)-4-methyl-7-phenyl-3,4-dihydropyrido[2,3-b]pyrazin-2(1H)-one). Isolated yield 125.7%. Reaction SMILES: N1C=CN=C1CN1C(=O)COC2N=C(C3C=CC(C4(N)CCC4)=CC=3)C(C3C=CC=CC=3)=CC1=2.[CH3:35][N:36]1[CH2:41][C:40](=[O:42])[NH:39][C:38]2[CH:43]=[C:44]([C:65]3[CH:70]=[CH:69][CH:68]=[CH:67][CH:66]=3)[C:45]([C:47]3[CH:52]=[CH:51][C:50]([C:53]4([NH:57]C(=O)OC(C)(C)C)[CH2:56][CH2:55][CH2:54]4)=[CH:49][CH:48]=3)=[N:46][C:37]1=2>>[NH2:57][C:53]1([C:50]2[CH:49]=[CH:48][C:47]([C:45]3[C:44]([C:65]4[CH:70]=[CH:69][CH:68]=[CH:67][CH:66]=4)=[CH:43][C:38]4[NH:39][C:40](=[O:42])[CH2:41][N:36]([CH3:35])[C:37]=4[N:46]=3)=[CH:52][CH:51]=2)[CH2:54][CH2:55][CH2:56]1. Procedure details: Following the procedure for 1-((1H-imidazol-2-yl)methyl)-6-(4-(1-aminocyclobutyl)phenyl)-7-phenyl-1H-pyrido[2,3-b][1,4]oxazin-2(3H)-one, tert-butyl 1-(4-(4-methyl-2-oxo-7-phenyl-1,2,3,4-tetrahydropyrido[2,3-b]pyrazin-6-yl)phenyl)cyclobutylcarbamate (29 mg, 0.060 mmol) was reacted to afford the title compound (29 mg, 97%). LCMS (Method A): RT=3.69 min, M+2H+=386. 1H NMR (500 MHz, MeOD): 7.44 (2H, d), 7.32 (2H, d), 7.20-7.28 (3H, m), 7.12 (2H, d), 7.02 (1H, s), 4.08 (2H, s), 3.11 (3H, s), 2.70-2.8... As a reaction SMILES: [CH3:1][CH:2]([S:5][C:6]1[CH:11]=[CH:10][C:9]([S:12][CH2:13][CH2:14][N:15]2C(=O)C3=CC=CC=C3C2=O)=[CH:8][CH:7]=1)[CH2:3][CH3:4].O.NN>>[CH3:1][CH:2]([S:5][C:6]1[CH:11]=[CH:10][C:9]([S:12][CH2:13][CH2:14][NH2:15])=[CH:8][CH:7]=1)[CH2:3][CH3:4] |f:1.2|. Product: CC(CC)SC1=CC=C(C=C1)SCCN (2-[4-(1-methylpropylthio)phenylthio]ethylamine). Reported procedure: To 4-(1-methylpropylthio)benzenethiol (8.79 g, 44.3 mmol) in 25 ml of DMF is added, under N2, potassium carbonate (7.05 g, 51.0 mmol) followed by dropwise addition of N-(bromoethyl)phthalimide (12.94 g, 51.0 mmol) in 30 ml of DMF. The mixture is stirred at RT overnight. Water is then added and the aqueous phase is extracted with ether. The combined organic layers are washed with 5% sodium hydroxide, with water and with brine, dried and the solvent removed to give N-{2-[4-(1-methylpropylthio)phen... Reactants: CC(CC)SC1=CC=C(C=C1)SCCN1C(C=2C(C1=O)=CC=CC2)=O (N-{2-[4-(1-methylpropylthio)phenylthio]ethyl)phthalimide), O.NN (hydrazine hydrate). The reactants are [Al+3].[Cl-].[Cl-].[Cl-] (AlCl3), C1(O)=CC(O)=CC=C1 (resorcinol), ClC(C(=O)Cl)C (2-chloropropionyl chloride). Solvent: [N+](=O)([O-])C1=CC=CC=C1 (nitrobenzene). The product is OC1=CC2=C(C(CCO2)=O)C=C1 (2,3-dihydro-7-hydroxy-4-oxobenzopyran). The yield is 25.0%. Reaction SMILES: [Al+3].[Cl-].[Cl-].[Cl-].[C:5]1([CH:12]=[CH:11][CH:10]=[C:8]([OH:9])[CH:7]=1)[OH:6].Cl[CH:14]([CH3:18])[C:15](Cl)=[O:16]>[N+](C1C=CC=CC=1)([O-])=O>[OH:6][C:5]1[CH:12]=[CH:11][C:10]2[C:15](=[O:16])[CH2:14][CH2:18][O:9][C:8]=2[CH:7]=1 |f:0.1.2.3|. Procedure: Under ice cooling, AlCl3 (3 molar equivalent) was added little by little to a solution composed of 11 g of resorcinol, 12.7 g of 2-chloropropionyl chloride and 120 ml of nitrobenzene. After the addition, the mixture was heated at 40° to 50° C. for 4 hours with stirring. The reaction mixture was worked up and purified in a customary manner to give 4.1 g of 2,3-dihydro-7-hydroxy-4-oxobenzopyran. The resulting compound was benzylated, reduced with sodium borohydride in methanol, and then methylated... The reactants are BrC=1C=C(C=CC1F)C(C)=O (1-(3-bromo-4-fluorophenyl)ethanone), C[S-].[Na+] (sodium thiomethoxide). The solvent is CC(=O)N(C)C (dimethylacetamide), O (water). Reaction conditions: temperature 120 celsius. The product is BrC=1C=C(C=CC1SC)C(C)=O (1-(3-bromo-4-(methylthio)phenyl)ethanone). As a reaction SMILES: [Br:1][C:2]1[CH:3]=[C:4]([C:9](=[O:11])[CH3:10])[CH:5]=[CH:6][C:7]=1F.[CH3:12][S-:13].[Na+]>CC(N(C)C)=O.O>[Br:1][C:2]1[CH:3]=[C:4]([C:9](=[O:11])[CH3:10])[CH:5]=[CH:6][C:7]=1[S:13][CH3:12] |f:1.2|. Procedure details: The 1-(3-bromo-4-fluorophenyl)ethanone (2.00 g, 9.20 mmol) and sodium thiomethoxide (0.710 g, 10.1 mmol) was dissolved in dimethylacetamide (4.6 mL) and the slurry was heated at 120° C. in a microwave reactor for 1 h. The reaction mixture was diluted with water (30 mL) and the mixture was extracted with EtOAc (2×100 mL). The combined organic layers were washed with water (1×75 mL) and dried over magnesium sulfate. The crude product was purified by medium pressure chromatography (silica gel, 0 to... The reactants are Cl, NC1C2CC3CC1CN(C3)C2, O=C(O)c1ccc2c(c1)OCCO2. Product: Cl, O=C(NC1C2CC3CC1CN(C3)C2)c1ccc2c(c1)OCCO2. As a reaction SMILES: [ClH:1].[N:2]12[CH2:3][CH:4]3[CH:5]([NH2:12])[CH:6]([CH2:7][CH:8]([CH2:9]1)[CH2:10]3)[CH2:11]2.[O:13]1[CH2:14][CH2:15][O:16][c:17]2[c:18]1[cH:19][cH:20][c:21]([C:23](=[O:24])[OH:25])[cH:22]2>>[ClH:1].[N:2]12[CH2:3][CH:4]3[CH:5]([NH:12][C:23]([c:21]4[cH:20][cH:19][c:18]5[c:17]([cH:22]4)[O:16][CH2:15][CH2:14][O:13]5)=[O:24])[CH:6]([CH2:7][CH:8]([CH2:9]1)[CH2:10]3)[CH2:11]2. Yields the product O=CNc1cc(C(O)CBr)ccc1OCc1ccccc1. The reactants are O=[N+]([O-])c1cc(C(O)CBr)ccc1OCc1ccccc1, C1CCOC1, CC(=O)OC(C)=O, Cc1ccccc1, O=CO, Nc1ccccc1. Reaction SMILES: [CH2:1]([c:2]1[cH:3][cH:4][cH:5][cH:6][cH:7]1)[O:8][c:9]1[c:10]([N+:19]([O-:20])=[O:21])[cH:11][c:12]([CH:15]([CH2:16][Br:17])[OH:18])[cH:13][cH:14]1.[CH2:39]1[O:40][CH2:41][CH2:42][CH2:43]1.[CH3:22][C:23](=[O:24])[O:25][C:26](=[O:27])[CH3:28].[CH3:44][c:45]1[cH:46][cH:47][cH:48][cH:49][cH:50]1.[CH:29]([OH:30])=[O:31].[NH2:32][c:33]1[cH:34][cH:35][cH:36][cH:37][cH:38]1>>[CH2:1]([c:2]1[cH:3][cH:4][cH:5][cH:6][cH:7]1)[O:8][c:9]1[c:10]([NH:19][CH:23]=[O:24])[cH:11][c:12]([CH:15]([CH2:16][Br:17])[OH:18])[cH:13][cH:14]1.